The task is: describe an organic reaction: reactants, conditions, products, and yield. This data is from the Open Reaction Database (ORD), a public repository of structured organic reaction records. Reactants: CON(C(=O)C1N(C(SC1)=O)CC1=CC=C(C=C1)OC)C (3-(4-methoxy-benzyl)-2-oxo-thiazolidine-4-carboxylic acid methoxy-methyl-amide), C[Mg]Cl (methyl magnesium chloride), C(CC(O)(C(=O)O)CC(=O)O)(=O)O (citric acid), solution, C[Mg]Cl (methylmagnesium chloride). Solvent: C1CCOC1 (THF), O (water), C1CCOC1 (THF). Conditions: temperature 0 celsius, time 30 minute. Product: C(C)(=O)C1N(C(SC1)=O)CC1=CC=C(C=C1)OC (4-acetyl-3-(4-methoxy-benzyl)-thiazolidin-2-one). Yield: 80.0%. As a reaction SMILES: C[Mg]Cl.CON(C)[C:7]([CH:9]1[CH2:13][S:12][C:11](=[O:14])[N:10]1[CH2:15][C:16]1[CH:21]=[CH:20][C:19]([O:22][CH3:23])=[CH:18][CH:17]=1)=[O:8].[C:25](O)(=O)CC(CC(O)=O)(C(O)=O)O>C1COCC1.O>[C:7]([CH:9]1[CH2:13][S:12][C:11](=[O:14])[N:10]1[CH2:15][C:16]1[CH:17]=[CH:18][C:19]([O:22][CH3:23])=[CH:20][CH:21]=1)(=[O:8])[CH3:25]. Procedure details: A dry three-necked round bottom flask fitted with an internal temperature probe and a mechanical stirrer was charged with 0.805 L of a 3 M solution of methylmagnesium chloride in THF. The solution was purged with nitrogen and cooled to 0° C. In a separate flask, 3-(4-methoxy-benzyl)-2-oxo-thiazolidine-4-carboxylic acid methoxy-methyl-amide (250.0 g, 0.805 mol) was dissolved in 1.00 L of dry THF. The resulting solution was added to the solution of methyl magnesium chloride at a rate that maintain... Starting materials: CC1(CC2=CC=C(C=C2C(C1O)SC1=NC=CC=C1)C#N)C (2,2-dimethyl-4-(2-pyridylthio)-6-cyano-1,2,3,4-tetrahydro-3-naphthol), [OH-].[Na+] (NaOH). The solvent is O1CCOCC1 (dioxane). Run at time 20 minute. Product: CC1(CC2=CC=C(C=C2C(=C1)SC1=NC=CC=C1)C#N)C (2,2-dimethyl-4-(2-pyridylthio)-6-cyano-1,2-dihydronaphthalene). Reaction SMILES: [CH3:1][C:2]1([CH3:22])[CH:11](O)[CH:10]([S:13][C:14]2[CH:19]=[CH:18][CH:17]=[CH:16][N:15]=2)[C:9]2[C:4](=[CH:5][CH:6]=[C:7]([C:20]#[N:21])[CH:8]=2)[CH2:3]1.[OH-].[Na+]>O1CCOCC1>[CH3:1][C:2]1([CH3:22])[CH:11]=[C:10]([S:13][C:14]2[CH:19]=[CH:18][CH:17]=[CH:16][N:15]=2)[C:9]2[C:4](=[CH:5][CH:6]=[C:7]([C:20]#[N:21])[CH:8]=2)[CH2:3]1 |f:1.2|. Procedure details: A mixture of 1 g of 2,2-dimethyl-4-(2-pyridylthio)-6-cyano-1,2,3,4-tetrahydro-3-naphthol, 0.3 g of NaOH and 35 ml of dioxane is boiled for 20 minutes. The mixture is cooled and filtered and the filtrate is evaporated and worked up in the customary manner to give 2,2-dimethyl-4-(2-pyridylthio)-6-cyano-1,2-dihydronaphthalene. Reactants: O=C=NCCCl, CC(C)(C)OC(=O)N1CCC(N)CC1, C1CCOC1. The product is CC(C)(C)OC(=O)N1CCC(NCCCl)CC1. Reaction SMILES: [Cl:15][CH2:16][CH2:17][N:18]=[C:19]=[O:20].[NH2:1][CH:2]1[CH2:3][CH2:4][N:5]([C:8](=[O:9])[O:10][C:11]([CH3:12])([CH3:13])[CH3:14])[CH2:6][CH2:7]1.[O:21]1[CH2:22][CH2:23][CH2:24][CH2:25]1>>[NH:1]([CH:2]1[CH2:3][CH2:4][N:5]([C:8](=[O:9])[O:10][C:11]([CH3:12])([CH3:13])[CH3:14])[CH2:6][CH2:7]1)[CH2:17][CH2:16][Cl:15]. Reactants: BrC=1C=C(C=C(C1)Br)C1=NNC=C1 (3-(3,5-dibromophenyl)pyrazole), N1=CC=CC=C1 (pyridine), S(=O)(=O)(Cl)Cl (sulphuryl chloride). Solvent: ClCCCl (1,2-dichloroethane), ClCCCl (1,2-dichloroethane). Run at time 30 minute. Product: ClC=1C(=NNC1)C1=CC(=CC(=C1)Br)Br (4-chloro-3-(3,5-dibromophenyl)pyrazole). Yield: 65.3%. Reaction SMILES: [Br:1][C:2]1[CH:3]=[C:4]([C:9]2[CH:13]=[CH:12][NH:11][N:10]=2)[CH:5]=[C:6]([Br:8])[CH:7]=1.N1C=CC=CC=1.S(Cl)([Cl:23])(=O)=O>ClCCCl>[Cl:23][C:13]1[C:9]([C:4]2[CH:3]=[C:2]([Br:1])[CH:7]=[C:6]([Br:8])[CH:5]=2)=[N:10][NH:11][CH:12]=1. Procedure: 4 g (0.0132 mol) of 3-(3,5-dibromophenyl)pyrazole and 1 g of pyridine (0.0132 mol) are dissolved, at room temperature and with stirring, in 50 ml of 1,2-dichloroethane. 2 g (0.0145 mol) of sulphuryl chloride in 10 ml of 1,2-dichloroethane are then added dropwise at 50° C. and stirring is then continued for 30 min days at this temperature. After cooling, the precipitate is filtered and recrystallised from 200 ml of 1,2-dichloroethane. 2.9 g (yield: 66%; melting point: 188° C.) of 4-chloro-3-(3,5-... Isolated yield 61.0%. RXN SMILES: [Cl:1][C:2]1[C:3]([CH3:9])=[N:4][CH:5]=[CH:6][C:7]=1Cl.[CH2:10]([CH:15]1[CH2:19][CH2:18][CH:17]([NH2:20])[CH2:16]1)[CH2:11][CH:12]([CH3:14])[CH3:13]>>[Cl:1][C:2]1[C:3]([CH3:9])=[N:4][CH:5]=[CH:6][C:7]=1[NH:20][CH:17]1[CH2:18][CH2:19][CH:15]([CH2:10][CH2:11][CH:12]([CH3:14])[CH3:13])[CH2:16]1. The product is ClC=1C(=NC=CC1NC1CC(CC1)CCC(C)C)C (3-Chloro-4-(3-isoamylcyclopentyl)amino-2-methylpyridine). Procedure: Preparation was carried out as in Example 59 from 3,4-dichloro-2-methylpyridine and 3-isoamylcyclopentylamine. Yield: 61% Reactants: ClC=1C(=NC=CC1Cl)C (3,4-dichloro-2-methylpyridine), C(CC(C)C)C1CC(CC1)N (3-isoamylcyclopentylamine).